From a dataset of the Open Reaction Database (ORD), a public repository of structured organic reaction records. describe an organic reaction: reactants, conditions, products, and yield Starting materials: CC(=O)Nc1cccc(O)c1, FC(F)(F)c1ccc(-c2cc(Cl)ncn2)cc1, [K+], [K+], O=C([O-])[O-], CN(C)C=O, O. Product: CC(=O)Nc1cccc(Oc2cc(-c3ccc(C(F)(F)F)cc3)ncn2)c1. RXN SMILES: [C:18]([CH3:19])(=[O:20])[NH:21][c:22]1[cH:23][c:24]([OH:28])[cH:25][cH:26][cH:27]1.[Cl:1][c:2]1[n:3][cH:4][n:5][c:6](-[c:8]2[cH:9][cH:10][c:11]([C:14]([F:15])([F:16])[F:17])[cH:12][cH:13]2)[cH:7]1.[K+:29].[K+:30].[O-:31][C:32]([O-:33])=[O:34].[O:36]=[CH:37][N:38]([CH3:39])[CH3:40].[OH2:35]>>[c:2]1([O:28][c:24]2[cH:23][c:22]([NH:21][C:18]([CH3:19])=[O:20])[cH:27][cH:26][cH:25]2)[n:3][cH:4][n:5][c:6](-[c:8]2[cH:9][cH:10][c:11]([C:14]([F:15])([F:16])[F:17])[cH:12][cH:13]2)[cH:7]1.